Dataset: the Open Reaction Database (ORD), a public repository of structured organic reaction records. Task: describe an organic reaction: reactants, conditions, products, and yield The reactants are CN=C=S (Methyl isothiocyanate), FC(CN=C(NC=1SC=C(N1)CSCCN)N)(F)F (2-[2-(2,2,2-trifluoroethyl)guanidino]-4-[(2-aminoethyl)thiomethyl]thiazole). The solvent is CO (methanol). Conditions: time 18 hour. The product is FC(CN=C(NC=1SC=C(N1)CSCCNC(=S)NC)N)(F)F (2-[2-(2,2,2-trifluoroethyl)guanidino]-4-[2-(3-methylthioureido)ethylthiomethyl]thiazole). Isolated yield 22.8%. Reaction SMILES: [CH3:1][N:2]=[C:3]=[S:4].[F:5][C:6]([F:23])([F:22])[CH2:7][N:8]=[C:9]([NH2:21])[NH:10][C:11]1[S:12][CH:13]=[C:14]([CH2:16][S:17][CH2:18][CH2:19][NH2:20])[N:15]=1>CO>[F:23][C:6]([F:5])([F:22])[CH2:7][N:8]=[C:9]([NH2:21])[NH:10][C:11]1[S:12][CH:13]=[C:14]([CH2:16][S:17][CH2:18][CH2:19][NH:20][C:3]([NH:2][CH3:1])=[S:4])[N:15]=1. Procedure details: Methyl isothiocyanate (80 mg.) was added to 2-[2-(2,2,2-trifluoroethyl)guanidino]-4-[(2-aminoethyl)thiomethyl]thiazole (320 mg.) dissolved in methanol (5 ml.) and the solution kept at room temperature for 18 hours and then evaporated to dryness. The residual gum was purified by preparative thin layer chromatography using ethyl acetate/methanol/ammonia 6:1:0.5 v/v/v as developing solvent to give 2-[2-(2,2,2-trifluoroethyl)guanidino]-4-[2-(3-methylthioureido)ethylthiomethyl]thiazole (90 mg.), char...